describe an organic reaction: reactants, conditions, products, and yield From a dataset of the Open Reaction Database (ORD), a public repository of structured organic reaction records. Solvent: CC#N (CH3CN). Procedure: 1,8-Diazabicyclo[5,4,0]undec-7-ene (0.29 g, 1.90 mmol) was added to a stirred suspension of 4-(aminomethyl)-2-(2,6-dioxo(3-piperidyl))isoindoline-1,3-dione hydrochloride (0.6 g, 1.85 mmol) in CH3CN (50 mL). After stirring for 20 min, benzyl isocyanate (0.32 g, 2.41 mmol) was added. The mixture was stirred at room temperature for 17 hours. The solvent was removed in vacuo and the residue was dissolved in CH2Cl2 (70 mL). The CH2Cl2 solution was washed with 1N HCl (30 mL), H2O (30 mL), brine (30 mL... The reactants are N12CCCCCC2=NCCC1 (1,8-Diazabicyclo[5,4,0]undec-7-ene), Cl.NCC1=C2C(N(C(C2=CC=C1)=O)C1C(NC(CC1)=O)=O)=O (4-(aminomethyl)-2-(2,6-dioxo(3-piperidyl))isoindoline-1,3-dione hydrochloride), C(C1=CC=CC=C1)N=C=O (benzyl isocyanate). Run at time 20 minute. The yield is 54.0%. The product is O=C1NC(CCC1N1C(C2=CC=CC(=C2C1=O)CNC(=O)NCC1=CC=CC=C1)=O)=O (N-{[2-(2,6-dioxo(3-piperidyl))-1,3-dioxoisoindolin-4-yl]methyl}(benzylamino)carboxamide). As a reaction SMILES: N12CCCN=C1CCCCC2.Cl.[NH2:13][CH2:14][C:15]1[CH:23]=[CH:22][CH:21]=[C:20]2[C:16]=1[C:17](=[O:33])[N:18]([CH:25]1[CH2:30][CH2:29][C:28](=[O:31])[NH:27][C:26]1=[O:32])[C:19]2=[O:24].[CH2:34]([N:41]=[C:42]=[O:43])[C:35]1[CH:40]=[CH:39][CH:38]=[CH:37][CH:36]=1>CC#N>[O:32]=[C:26]1[CH:25]([N:18]2[C:17](=[O:33])[C:16]3[C:20](=[CH:21][CH:22]=[CH:23][C:15]=3[CH2:14][NH:13][C:42]([NH:41][CH2:34][C:35]3[CH:40]=[CH:39][CH:38]=[CH:37][CH:36]=3)=[O:43])[C:19]2=[O:24])[CH2:30][CH2:29][C:28](=[O:31])[NH:27]1 |f:1.2|. Reactants: CCOC=C(C(=O)OCC)C(=O)OCC, CCCCCc1ccc(C(=N)N)cc1, CCCCCc1ccc(-c2ncc(C(=O)OCC)c(O)n2)cc1, CCO, Cl, O=P(Cl)(Cl)Cl. Product: CCCCCc1ccc(-c2ncc(C(=O)OCC)cn2)cc1. Reaction SMILES: [CH2:16]([O:17][C:18](=[O:19])[C:20](=[CH:21][O:22][CH2:23][CH3:24])[C:25]([O:26][CH2:27][CH3:28])=[O:29])[CH3:30].[CH2:2]([c:3]1[cH:4][cH:5][c:6]([C:7]([NH2:8])=[NH:9])[cH:10][cH:11]1)[CH2:12][CH2:13][CH2:14][CH3:15].[CH2:31]([CH3:32])[O:33][C:34](=[O:35])[c:36]1[c:37]([OH:53])[n:38][c:39](-[c:42]2[cH:43][cH:44][c:45]([CH2:48][CH2:49][CH2:50][CH2:51][CH3:52])[cH:46][cH:47]2)[n:40][cH:41]1.[CH3:59][CH2:60][OH:61].[ClH:1].[P:54]([Cl:55])([Cl:56])([Cl:57])=[O:58]>>[CH2:31]([CH3:32])[O:33][C:34](=[O:35])[c:36]1[cH:37][n:38][c:39](-[c:42]2[cH:43][cH:44][c:45]([CH2:48][CH2:49][CH2:50][CH2:51][CH3:52])[cH:46][cH:47]2)[n:40][cH:41]1. Starting materials: NC1=NC=CC=C1C(=O)OC (methyl 2-amino-pyridine-3-carboxylate), C(=O)(O)[O-].[Na+] (NaHCO3), ClCC=O (chloroacetaldehyde), O (water). Run in C(C)O (ethanol). Reported procedure: To a solution of methyl 2-amino-pyridine-3-carboxylate (5 g, 35 mmol, 1.0 eq) in ethanol (250 mL) was added NaHCO3 (5.08 g) and chloroacetaldehyde in water (35 mL of 45% in water, 148 mmol, 4.5 eq). The reaction mixture was heated at reflux for 18 h. Solvent was removed and the residue was basified with Na2CO3 and then extracted with DCM. Organic layers were combined and evaporated to give a residue, which was purified by column to give the titled compound. Product: N=1C=CN2C1C(=CC=C2)C(=O)OC (methyl imidazo[1,2-a]pyridine-8-carboxylate). As a reaction SMILES: [NH2:1][C:2]1[C:7]([C:8]([O:10][CH3:11])=[O:9])=[CH:6][CH:5]=[CH:4][N:3]=1.C([O-])(O)=O.[Na+].Cl[CH2:18][CH:19]=O.O>C(O)C>[N:1]1[CH:18]=[CH:19][N:3]2[CH:4]=[CH:5][CH:6]=[C:7]([C:8]([O:10][CH3:11])=[O:9])[C:2]=12 |f:1.2|. The reactants are CC[SiH](CC)CC, OCc1cc2ccc(Cl)cc2[nH]1, ClCCCl, O=C(O)C(F)(F)F. Product: Cc1cc2ccc(Cl)cc2[nH]1. RXN SMILES: [CH2:20]([SiH:21]([CH2:22][CH3:23])[CH2:24][CH3:25])[CH3:26].[Cl:1][c:2]1[cH:3][cH:4][c:5]2[cH:6][c:7]([CH2:11][OH:12])[nH:8][c:9]2[cH:10]1.[Cl:27][CH2:28][CH2:29][Cl:30].[OH:13][C:14]([C:15]([F:16])([F:17])[F:18])=[O:19]>>[Cl:1][c:2]1[cH:3][cH:4][c:5]2[cH:6][c:7]([CH3:11])[nH:8][c:9]2[cH:10]1. Starting materials: C1=CC=CC2=C1C1=C3C=CC=CC3=C(C=C1C1=CC=CC=C21)B(O)O (benzo[g]chrysene-10-boronic acid), BrC=1C=C(C=CC1)I (3-bromoiodobenzene), tetraxis(triphenylphosphine)palladium(0), aqueous solution, C([O-])([O-])=O.[Na+].[Na+] (sodium carbonate). Solvent: C1(=CC=CC=C1)C (toluene). Run at time 8 hour. The product is BrC=1C=C(C=CC1)C=1C=C2C3=CC=CC=C3C3=C(C2=C2C=CC=CC12)C=CC=C3 (10-(3-bromophenyl)benzo[g]chrysene). The yield is 95.0%. Reaction SMILES: [CH:1]1[C:6]2[C:7]3[C:16]([C:17]4[C:22]([C:5]=2[CH:4]=[CH:3][CH:2]=1)=[CH:21][CH:20]=[CH:19][CH:18]=4)=[CH:15][C:14](B(O)O)=[C:13]1[C:8]=3[CH:9]=[CH:10][CH:11]=[CH:12]1.[Br:26][C:27]1[CH:28]=[C:29](I)[CH:30]=[CH:31][CH:32]=1.C(=O)([O-])[O-].[Na+].[Na+]>C1(C)C=CC=CC=1>[Br:26][C:27]1[CH:28]=[C:29]([C:14]2[CH:15]=[C:16]3[C:7](=[C:8]4[C:13]=2[CH:12]=[CH:11][CH:10]=[CH:9]4)[C:6]2[CH:1]=[CH:2][CH:3]=[CH:4][C:5]=2[C:22]2[C:17]3=[CH:18][CH:19]=[CH:20][CH:21]=2)[CH:30]=[CH:31][CH:32]=1 |f:2.3.4|. Procedure details: Under an argon atmosphere, 3.86 g of the benzo[g]chrysene-10-boronic acid which had been prepared in Synthesis Example 3, 2.83 g of 3-bromoiodobenzene, 0.231 g of tetraxis(triphenylphosphine)palladium(0), 40 mL of toluene and 20 mL of a 2M aqueous solution of sodium carbonate were placed in a flask. The resultant was refluxed with stirring for 8 hours. After cooling to room temperature, the reaction solution was extracted with toluene. An aqueous phase was removed, and an organic phase which had... Run in [Cl-].[Na+].O (brine), O (water), CN(C)C=O (DMF). Reactants: IC (Iodomethane), IC (iodomethane), ClC1=C(C=CC(=C1)C(F)(F)F)N1CCNC2=CC(=CC=C12)S(=O)(=O)N(C1=NC=NS1)CC1=C(C=C(C=C1)OC)OC (1-(2-chloro-4-(trifluoromethyl)phenyl)-N-(2,4-dimethoxybenzyl)-N-(1,2,4-thiadiazol-5-yl)-1,2,3,4-tetrahydroquinoxaline-6-sulfonamide), ClC1=C(C=CC(=C1)C(F)(F)F)N1CCNC2=CC(=CC=C12)S(=O)(=O)N(C1=NC=NS1)CC1=C(C=C(C=C1)OC)OC (1-(2-chloro-4-(trifluoromethyl)phenyl)-N-(2,4-dimethoxybenzyl)-N-(1,2,4-thiadiazol-5-yl)-1,2,3,4-tetrahydroquinoxaline-6-sulfonamide), [H-].[Na+] (sodium hydride). Procedure details: A solution of 1-(2-chloro-4-(trifluoromethyl)phenyl)-N-(2,4-dimethoxybenzyl)-N-(1,2,4-thiadiazol-5-yl)-1,2,3,4-tetrahydroquinoxaline-6-sulfonamide (INTERMEDIATE V, 0.045 g, 0.072 mmol) in DMF (0.719 mL) was treated with sodium hydride (4.31 mg, 0.108 mmol) to afford a dark brown solution. Iodomethane (6.74 μL, 0.108 mmol) was added dropwise to give a light-yellow solution. The reaction was stirred for 40 minutes. Additional iodomethane (6.74 μL, 0.108 mmol) was added and the reaction was heated ... Conditions: temperature 70 celsius, time 40 minute. Reaction SMILES: [Cl:1][C:2]1[CH:7]=[C:6]([C:8]([F:11])([F:10])[F:9])[CH:5]=[CH:4][C:3]=1[N:12]1[C:21]2[C:16](=[CH:17][C:18]([S:22]([N:25]([CH2:31][C:32]3[CH:37]=[CH:36][C:35]([O:38][CH3:39])=[CH:34][C:33]=3[O:40][CH3:41])[C:26]3[S:30][N:29]=[CH:28][N:27]=3)(=[O:24])=[O:23])=[CH:19][CH:20]=2)[NH:15][CH2:14][CH2:13]1.[H-].[Na+].I[CH3:45]>CN(C=O)C.O.[Cl-].[Na+].O>[Cl:1][C:2]1[CH:7]=[C:6]([C:8]([F:10])([F:9])[F:11])[CH:5]=[CH:4][C:3]=1[N:12]1[C:21]2[C:16](=[CH:17][C:18]([S:22]([N:25]([CH2:31][C:32]3[CH:37]=[CH:36][C:35]([O:38][CH3:39])=[CH:34][C:33]=3[O:40][CH3:41])[C:26]3[S:30][N:29]=[CH:28][N:27]=3)(=[O:24])=[O:23])=[CH:19][CH:20]=2)[N:15]([CH3:45])[CH2:14][CH2:13]1 |f:1.2,6.7.8|. Yields the product ClC1=C(C=CC(=C1)C(F)(F)F)N1CCN(C2=CC(=CC=C12)S(=O)(=O)N(C1=NC=NS1)CC1=C(C=C(C=C1)OC)OC)C (1-(2-chloro-4-(trifluoromethyl)phenyl)-N-(2,4-dimethoxybenzyl)-4-methyl-N-(1,2,4-thiadiazol-5-yl)-1,2,3,4-tetrahydroquinoxaline-6-sulfonamide). Procedure: A small screw cap test tube was charged with 2,5-Dimethyl-2H-pyrazole-3-carboxylic acid [4-(3-hydroxymethylene-2-oxo-2,3-dihydro-1H-indole-6-carbonyl)-phenyl]-amide (prepared below, 100 mg, 0.248 mmol) and THF (2 mL). To the resulting solution was added N-(4-aminophenyl)morpholine (48.7 mg, 0.248 mmol), and the mixture was stirred for 24 h at 65° C. Subsequently, the reaction mixture was cooled to room temperature. Hexanes were added to the reaction mixture. The solid precipitate that formed was... Reactants: NC1=CC=C(C=C1)N1CCOCC1 (N-(4-aminophenyl)morpholine), OC=C1C(NC2=CC(=CC=C12)C(=O)C1=CC=C(C=C1)NC(=O)C=1N(N=C(C1)C)C)=O (2,5-Dimethyl-2H-pyrazole-3-carboxylic acid [4-(3-hydroxymethylene-2-oxo-2,3-dihydro-1H-indole-6-carbonyl)-phenyl]-amide). Reaction conditions: temperature 65 celsius, time 24 hour. Isolated yield 35.9%. Reaction SMILES: O[CH:2]=[C:3]1[C:11]2[C:6](=[CH:7][C:8]([C:12]([C:14]3[CH:19]=[CH:18][C:17]([NH:20][C:21]([C:23]4[N:24]([CH3:29])[N:25]=[C:26]([CH3:28])[CH:27]=4)=[O:22])=[CH:16][CH:15]=3)=[O:13])=[CH:9][CH:10]=2)[NH:5][C:4]1=[O:30].[NH2:31][C:32]1[CH:37]=[CH:36][C:35]([N:38]2[CH2:43][CH2:42][O:41][CH2:40][CH2:39]2)=[CH:34][CH:33]=1>C1COCC1>[N:38]1([C:35]2[CH:34]=[CH:33][C:32]([NH:31][CH:2]=[C:3]3[C:11]4[C:6](=[CH:7][C:8]([C:12]([C:14]5[CH:15]=[CH:16][C:17]([NH:20][C:21]([C:23]6[N:24]([CH3:29])[N:25]=[C:26]([CH3:28])[CH:27]=6)=[O:22])=[CH:18][CH:19]=5)=[O:13])=[CH:9][CH:10]=4)[NH:5][C:4]3=[O:30])=[CH:37][CH:36]=2)[CH2:43][CH2:42][O:41][CH2:40][CH2:39]1. The product is N1(CCOCC1)C1=CC=C(C=C1)NC=C1C(NC2=CC(=CC=C12)C(=O)C1=CC=C(C=C1)NC(=O)C=1N(N=C(C1)C)C)=O (2,5-Dimethyl-2H-pyrazole-3-carboxylic acid (4-{3-[(4-morpholin-4-yl-phenylamino)-methylene]-2-oxo-2,3-dihydro-1H-indole-6-carbonyl}-phenyl)-amide). Solvent: C1CCOC1 (THF), Hexanes.